From a dataset of the Open Reaction Database (ORD), a public repository of structured organic reaction records. describe an organic reaction: reactants, conditions, products, and yield Starting materials: C(C)(C)OC(C1=C(C=C(C=C1)Br)CNC1CC1)=O (4-bromo-2-cyclopropylaminomethyl-benzoic acid isopropyl ester), C(C)(C)OC(C1=C(C=C(C=C1)Br)CNC1CC1)=O (4-bromo-2-cyclopropylaminomethyl-benzoic acid isopropyl ester), C([O-])([O-])=O.[K+].[K+] (potassium carbonate), CI (methyl iodide). Run in CC(=O)C (acetone). Reaction conditions: time 3 hour. Product: C(C)(C)OC(C1=C(C=C(C=C1)Br)CN(C)C1CC1)=O (4-Bromo-2-[(cyclopropyl-methyl-amino)-methyl]-benzoic acid isopropyl ester). Isolated yield 88.5%. Reaction SMILES: [CH:1]([O:4][C:5](=[O:18])[C:6]1[CH:11]=[CH:10][C:9]([Br:12])=[CH:8][C:7]=1[CH2:13][NH:14][CH:15]1[CH2:17][CH2:16]1)([CH3:3])[CH3:2].[C:19](=O)([O-])[O-].[K+].[K+].CI>CC(C)=O>[CH:1]([O:4][C:5](=[O:18])[C:6]1[CH:11]=[CH:10][C:9]([Br:12])=[CH:8][C:7]=1[CH2:13][N:14]([CH:15]1[CH2:16][CH2:17]1)[CH3:19])([CH3:3])[CH3:2] |f:1.2.3|. Reported procedure: A solution of 4-bromo-2-cyclopropylaminomethyl-benzoic acid isopropyl ester (Intermediate 119, 1.33 g, 4.26 mmol) in acetone (8 mL) was treated with potassium carbonate (2.36 g, 17.05 mmol) and methyl iodide (0.53 mL, 8.52 mmol) and the resulting reaction mixture was stirred at ambient temperature for 3 h. The volatiles were evaporated in vacuo, the residue was diluted with water and extracted with diethyl ether (×2). The combined organic phase was dried over anhydrous magnesium sulfate, filtere... Reactants: ClCCCl, Cc1cc(Nc2nccc(C(F)(F)F)n2)cc(-c2cnc(C3(C(=O)O)CC3)s2)c1, NNC=O, CN(C)C=O, O. Yields the product Cc1cc(Nc2nccc(C(F)(F)F)n2)cc(-c2cnc(C3(C(=O)NNC=O)CC3)s2)c1. As a reaction SMILES: [CH2:34]([Cl:35])[CH2:36][Cl:37].[CH3:1][c:2]1[cH:3][c:4](-[c:19]2[cH:20][n:21][c:22]([C:24]3([C:27](=[O:28])[OH:29])[CH2:25][CH2:26]3)[s:23]2)[cH:5][c:6]([NH:8][c:9]2[n:10][cH:11][cH:12][c:13]([C:15]([F:16])([F:17])[F:18])[n:14]2)[cH:7]1.[CH:30](=[O:31])[NH:32][NH2:33].[O:38]=[CH:39][N:40]([CH3:41])[CH3:42].[OH2:43]>>[CH3:1][c:2]1[cH:3][c:4](-[c:19]2[cH:20][n:21][c:22]([C:24]3([C:27](=[O:28])[NH:33][NH:32][CH:30]=[O:31])[CH2:25][CH2:26]3)[s:23]2)[cH:5][c:6]([NH:8][c:9]2[n:10][cH:11][cH:12][c:13]([C:15]([F:16])([F:17])[F:18])[n:14]2)[cH:7]1.